Task: describe an organic reaction: reactants, conditions, products, and yield. Dataset: the Open Reaction Database (ORD), a public repository of structured organic reaction records Reactants: [Al+3], CC(=O)O, CC(=O)O, [H-], [H-], [H-], [H-], [Li+], CN1CCN(C2CCC(n3nc(-c4ccc(NC(=O)Cc5ccccc5)cc4)c4c(N)ncnc43)CC2)CC1, C1CCOC1. Product: CC(=O)O, CC(=O)O, CN1CCN(C2CCC(n3nc(-c4ccc(NCCc5ccccc5)cc4)c4c(N)ncnc43)CC2)CC1. RXN SMILES: [Al+3:49].[C:1]([CH3:2])(=[O:3])[OH:4].[C:5]([CH3:6])(=[O:7])[OH:8].[H-:48].[H-:51].[H-:52].[H-:53].[Li+:50].[NH2:9][c:10]1[c:11]2[c:12]([n:13][cH:14][n:15]1)[n:16]([CH:35]1[CH2:36][CH2:37][CH:38]([N:41]3[CH2:42][CH2:43][N:44]([CH3:47])[CH2:45][CH2:46]3)[CH2:39][CH2:40]1)[n:17][c:18]2-[c:19]1[cH:20][cH:21][c:22]([NH:25][C:26]([CH2:27][c:28]2[cH:29][cH:30][cH:31][cH:32][cH:33]2)=[O:34])[cH:23][cH:24]1.[O:54]1[CH2:55][CH2:56][CH2:57][CH2:58]1>>[C:1]([CH3:2])(=[O:3])[OH:4].[C:5]([CH3:6])(=[O:7])[OH:8].[NH2:9][c:10]1[c:11]2[c:12]([n:13][cH:14][n:15]1)[n:16]([CH:35]1[CH2:36][CH2:37][CH:38]([N:41]3[CH2:42][CH2:43][N:44]([CH3:47])[CH2:45][CH2:46]3)[CH2:39][CH2:40]1)[n:17][c:18]2-[c:19]1[cH:20][cH:21][c:22]([NH:25][CH2:26][CH2:27][c:28]2[cH:29][cH:30][cH:31][cH:32][cH:33]2)[cH:23][cH:24]1.